From a dataset of the Open Reaction Database (ORD), a public repository of structured organic reaction records. describe an organic reaction: reactants, conditions, products, and yield The reactants are C(C)(C)NC(C)C (diisopropylamine), C(CCC)[Li] (butyllithium), solution, [Cl-].[NH4+] (ammonium chloride), C(C)OC(C=CC(F)(F)F)=O (3-trifluoromethylacrylic acid ethyl ester), CI (methyl iodide), S1C(SCCC1)C=O (1,3-dithiane-2-carboxaldehyde), C(C)(C)[N-]C(C)C.[Li+] (lithium diisopropylamide). Solvent: O1CCCC1 (tetrahydrofuran), O1CCCC1 (tetrahydrofuran), O1CCCC1 (tetrahydrofuran). Run at temperature 0 celsius, time 30 minute. Yields the product C(C)OC(C(C(C(F)(F)F)C1(SCCCS1)C=O)C)=O (3-(2-Formyl-1,3-dithian-2-yl)-4,4,4-trifluoro-2-methylbutyric acid ethyl ester). RXN SMILES: [S:1]1[CH2:6][CH2:5][CH2:4][S:3][CH:2]1[CH:7]=[O:8].[CH:9]([N-]C(C)C)(C)C.[Li+].C(NC(C)C)(C)C.C([Li])CCC.[CH2:29]([O:31][C:32](=[O:39])[CH:33]=[CH:34][C:35]([F:38])([F:37])[F:36])[CH3:30].CI.[Cl-].[NH4+]>O1CCCC1>[CH2:29]([O:31][C:32](=[O:39])[CH:33]([CH3:9])[CH:34]([C:2]1([CH:7]=[O:8])[S:3][CH2:4][CH2:5][CH2:6][S:1]1)[C:35]([F:37])([F:38])[F:36])[CH3:30] |f:1.2,7.8|. Procedure details: A solution of 1.47 g (10 mMole) of 1,3-dithiane-2-carboxaldehyde in 10 ml of tetrahydrofuran is added to lithium diisopropylamide, prepared from diisopropylamine (1.01 g, 10 mMole) and butyllithium (4.8 ml of a 2.1 M solution, 10 mM) in 20 ml of tetrahydrofuran at -70° C. To the solution is added 1.60 g (9.5 mMole) of 3-trifluoromethylacrylic acid ethyl ester in 5 ml of tetrahydrofuran and the reaction mixture is stirredat -70° C. for 30 minutes after which 1.3 g (10 mMole) of methyl iodide is a... Reactants: Cc1nc2n(c(=O)c1CCBr)CCS2, Br, CC(=O)CC(C)C, Cl, Cl, Fc1ccc2c(C3CCNCC3)n[nH]c2c1, [Na+], [Na+], O=C([O-])[O-]. The product is Cc1nc2n(c(=O)c1CCN1CCC(c3n[nH]c4cc(F)ccc34)CC1)CCS2. RXN SMILES: [Br:2][CH2:3][CH2:4][c:5]1[c:6]([CH3:15])[n:7][c:8]2[n:9]([c:10]1=[O:11])[CH2:12][CH2:13][S:14]2.[BrH:1].[CH3:40][CH:41]([CH3:42])[CH2:43][C:44](=[O:45])[CH3:46].[ClH:16].[ClH:17].[F:18][c:19]1[cH:20][cH:21][c:22]2[c:23]([CH:28]3[CH2:29][CH2:30][NH:31][CH2:32][CH2:33]3)[n:24][nH:25][c:26]2[cH:27]1.[Na+:34].[Na+:35].[O-:36][C:37](=[O:38])[O-:39]>>[CH2:3]([CH2:4][c:5]1[c:6]([CH3:15])[n:7][c:8]2[n:9]([c:10]1=[O:11])[CH2:12][CH2:13][S:14]2)[N:31]1[CH2:30][CH2:29][CH:28]([c:23]2[c:22]3[cH:21][cH:20][c:19]([F:18])[cH:27][c:26]3[nH:25][n:24]2)[CH2:33][CH2:32]1. Reactants: Cl[O-] (hypochlorite), Cl[O-] (hypochlorite), O=C([C@H](O)[C@@H](O)[C@H](O)[C@H](O)CO)[O-] (gluconate), Cl[O-] (hypochlorite). Run at time 30 minute. The product is O=C[C@@H](O)[C@H](O)[C@H](O)CO (D-arabinose). RXN SMILES: Cl[O-].[O:3]=[C:4]([O-])[C@@H:5]([C@H:7]([C@@H:9]([C@@H:11](CO)[OH:12])[OH:10])[OH:8])[OH:6]>>[O:3]=[CH:4][C@H:5]([C@@H:7]([C@@H:9]([CH2:11][OH:12])[OH:10])[OH:8])[OH:6]. Procedure details: The hypochlorite solution is metered into the warm gluconate solution at a rate such that the addition is complete within a period of about 10-60 minutes, preferably about 30 minutes. The hypochlorite solution can, of course, also be metered in over a longer period, and this may be unavoidable in the case of very large batches. However, as a rule, the addition is effected in as short a time as possible. Thereafter, the mixture is stirred for a further brief period until the excess hypochlorite h...